From a dataset of the Open Reaction Database (ORD), a public repository of structured organic reaction records. describe an organic reaction: reactants, conditions, products, and yield Starting materials: IC (iodomethane), COC(C(C)[C@@H]1C[C@H](C1)OCC1=CC=CC=C1)=O (trans-2-(3-benzyloxy-cyclobutyl)-propionic acid methyl ester), [Li+].CC(C)[N-]C(C)C (LDA), CCCCCC (hexane). Solvent: O (H2O), C1CCOC1 (THF), C1CCOC1 (THF). Conditions: temperature -78 celsius, time 30 minute. The product is COC(C(C)(C)[C@@H]1C[C@H](C1)OCC1=CC=CC=C1)=O (trans-2-(3-benzyloxy-cyclobutyl)-2-methyl-propionic acid methyl ester). Isolated yield 70.0%. As a reaction SMILES: [CH3:1][O:2][C:3](=[O:18])[CH:4]([C@H:6]1[CH2:9][C@H:8]([O:10][CH2:11][C:12]2[CH:17]=[CH:16][CH:15]=[CH:14][CH:13]=2)[CH2:7]1)[CH3:5].[Li+].[CH3:20]C([N-]C(C)C)C.CCCCCC.IC>C1COCC1.O>[CH3:1][O:2][C:3](=[O:18])[C:4]([C@H:6]1[CH2:7][C@H:8]([O:10][CH2:11][C:12]2[CH:13]=[CH:14][CH:15]=[CH:16][CH:17]=2)[CH2:9]1)([CH3:20])[CH3:5] |f:1.2|. Reported procedure: To a solution of trans-2-(3-benzyloxy-cyclobutyl)-propionic acid methyl ester (94 mg, 0.38 mmol) in THF (1 mL) is added 1.09M LDA in THF and hexane (1.51 mL, 1.65 mmol) at −78° C. under nitrogen, and stirred at −78° C. for 30 minutes. To the mixture, iodomethane (232 uL, 3.76 mmol) is added, and stirred at −78° C. for 30 minutes. The temperature is slowly warmed to room temperature for 3 hours. To the mixture, H2O is added and extracted with AcOEt. The organic layer is dried over MgSO4 and conce... Starting materials: CC(=O)O, Cl, Cl, NC1CCC(CCN2CCC(C(=O)c3ccccc3)CC2)CC1. As a reaction SMILES: [CH3:26][C:27]([OH:28])=[O:29].[ClH:1].[ClH:2].[NH2:3][CH:4]1[CH2:5][CH2:6][CH:7]([CH2:10][CH2:11][N:12]2[CH2:13][CH2:14][CH:15]([C:18](=[O:19])[c:20]3[cH:21][cH:22][cH:23][cH:24][cH:25]3)[CH2:16][CH2:17]2)[CH2:8][CH2:9]1>>[NH:3]([CH:4]1[CH2:5][CH2:6][CH:7]([CH2:10][CH2:11][N:12]2[CH2:13][CH2:14][CH:15]([C:18](=[O:19])[c:20]3[cH:21][cH:22][cH:23][cH:24][cH:25]3)[CH2:16][CH2:17]2)[CH2:8][CH2:9]1)[C:27]([CH3:26])=[O:28]. Product: CC(=O)NC1CCC(CCN2CCC(C(=O)c3ccccc3)CC2)CC1. Starting materials: C(CCC)OC(=O)C=1C(=C2C(=C(N1)Cl)SC(=C2)C2=CC=C(C=C2)OC)O (7-chloro-4-hydroxy-2-(4-methoxy-phenyl)-thieno[2,3-c]pyridine-5-carboxylic acid butyl ester), C(CCC)OC(=O)C1=C(C2=C(C(=N1)Cl)C=C(S2)C2=CC=C(C=C2)OC)O (4-chloro-7-hydroxy-2-(4-methoxy-phenyl)-thieno[3,2-c]pyridine-6-carboxylic acid butyl ester). Product: C(CCC)OC(=O)C1=C(C2=C(C=N1)C=C(S2)C2=CC=C(C=C2)OC)O (7-Hydroxy-2-(4-methoxy-phenyl)-thieno[3,2-c]pyridine-6-carboxylic acid butyl ester). Reaction SMILES: C(OC(C1C(O)=C2C=C(C3C=CC(OC)=CC=3)SC2=C(Cl)N=1)=O)CCC.[CH2:27]([O:31][C:32]([C:34]1[N:39]=[C:38](Cl)[C:37]2[CH:41]=[C:42]([C:44]3[CH:49]=[CH:48][C:47]([O:50][CH3:51])=[CH:46][CH:45]=3)[S:43][C:36]=2[C:35]=1[OH:52])=[O:33])[CH2:28][CH2:29][CH3:30]>>[CH2:27]([O:31][C:32]([C:34]1[N:39]=[CH:38][C:37]2[CH:41]=[C:42]([C:44]3[CH:45]=[CH:46][C:47]([O:50][CH3:51])=[CH:48][CH:49]=3)[S:43][C:36]=2[C:35]=1[OH:52])=[O:33])[CH2:28][CH2:29][CH3:30]. Procedure details: The title compound was prepared from a mixture of 7-chloro-4-hydroxy-2-(4-methoxy-phenyl)-thieno[2,3-c]pyridine-5-carboxylic acid butyl ester and 4-chloro-7-hydroxy-2-(4-methoxy-phenyl)-thieno[3,2-c]pyridine-6-carboxylic acid butyl ester, example 3-c, analogously to experimental conditions for example 1-g; with isolation of the higher Rf isomer. MS: (+) m/z 358.05 (M+1). Yields the product ClC1=CC=C(C=C1)C=1C(=NC=C(C(=O)N[C@@H]2C(CCCC2)=O)C1)OCC1CC1 (5-(4-Chloro-phenyl)-6-cyclopropylmethoxy-N-((S)-2-oxo-cyclohexyl)-nicotinamide). The solvent is C(Cl)Cl (methylene chloride), ClCCl (dichloromethane). Procedure: To a solution of 1.651 g 5-(4-chloro-phenyl)-6-cyclopropylmethoxy-N-((1S,2R)-2-hydroxy-cyclohexyl)-nicotinamide in 25 ml methylene chloride, was added 2.62 g Dess-Martin periodinane as 15% solution in dichloromethane. The reaction mixture was stirred at room temperature for 18 h. The solvent was evaporated and the residue was purified by chromatography on silica gel using a gradient of heptane:ethyl acetate=95:5 to 40:60 to yield 1.46 g of the title compound as white foam. MS (EI): 399.1 (M+H). Reaction SMILES: [Cl:1][C:2]1[CH:7]=[CH:6][C:5]([C:8]2[C:9]([O:24][CH2:25][CH:26]3[CH2:28][CH2:27]3)=[N:10][CH:11]=[C:12]([CH:23]=2)[C:13]([NH:15][C@H:16]2[CH2:21][CH2:20][CH2:19][CH2:18][C@H:17]2[OH:22])=[O:14])=[CH:4][CH:3]=1.CC(OI1(OC(C)=O)(OC(C)=O)OC(=O)C2C=CC=CC1=2)=O>C(Cl)Cl>[Cl:1][C:2]1[CH:3]=[CH:4][C:5]([C:8]2[C:9]([O:24][CH2:25][CH:26]3[CH2:27][CH2:28]3)=[N:10][CH:11]=[C:12]([CH:23]=2)[C:13]([NH:15][C@H:16]2[CH2:21][CH2:20][CH2:19][CH2:18][C:17]2=[O:22])=[O:14])=[CH:6][CH:7]=1. Conditions: time 18 hour. The reactants are ClC1=CC=C(C=C1)C=1C(=NC=C(C(=O)N[C@@H]2[C@@H](CCCC2)O)C1)OCC1CC1 (5-(4-chloro-phenyl)-6-cyclopropylmethoxy-N-((1S,2R)-2-hydroxy-cyclohexyl)-nicotinamide), CC(=O)OI1(C=2C=CC=CC2C(=O)O1)(OC(=O)C)OC(=O)C (Dess-Martin periodinane), solution. Isolated yield 88.9%. The reactants are COC(=O)C=1C(NC2=CC=C(C=C2C1NC1CCN(CC1)C(=O)OCC)Cl)=O (6-Chloro-4-(1-ethoxycarbonyl-piperidin-4-ylamino)2-oxo-1,2-dihydro-quinoline-3-carboxylic acid methyl ester), C(C)(=O)O (acetic acid). Run in Br (HBr). The product is ClC=1C=C2C(=CC(NC2=CC1)=O)NC1CCNCC1 (6-Chloro-4-(piperidin-4-ylamino)-1H-quinolin-2one). Yield: 68.1%. RXN SMILES: COC([C:5]1[C:6](=[O:28])[NH:7][C:8]2[C:13]([C:14]=1[NH:15][CH:16]1[CH2:21][CH2:20][N:19](C(OCC)=O)[CH2:18][CH2:17]1)=[CH:12][C:11]([Cl:27])=[CH:10][CH:9]=2)=O.C(O)(=O)C>Br>[Cl:27][C:11]1[CH:12]=[C:13]2[C:8](=[CH:9][CH:10]=1)[NH:7][C:6](=[O:28])[CH:5]=[C:14]2[NH:15][CH:16]1[CH2:21][CH2:20][NH:19][CH2:18][CH2:17]1. Procedure details: 6-Chloro-4-(1-ethoxycarbonyl-piperidin-4-ylamino)2-oxo-1,2-dihydro-quinoline-3-carboxylic acid methyl ester (235 mg) was dissolved in HBr and acetic acid (1 mL, 30% by weight) and heated at 90° C. for 1 hr. The solvent was then evaporated to afford an orange solid (109 mg, 53%) which was carried onto the next step without characterization.